This data is from the Open Reaction Database (ORD), a public repository of structured organic reaction records. The task is: describe an organic reaction: reactants, conditions, products, and yield The reactants are CCOC(C#CC(O)CC)OCC, ClCCl, O=[Mn]=O. Yields the product CCOC(C#CC(=O)CC)OCC. RXN SMILES: [CH2:1]([CH3:2])[O:3][CH:4]([C:5]#[C:6][CH:7]([CH2:8][CH3:9])[OH:10])[O:11][CH2:12][CH3:13].[Cl:14][CH2:15][Cl:16].[O:17]=[Mn:18]=[O:19]>>[CH2:1]([CH3:2])[O:3][CH:4]([C:5]#[C:6][C:7]([CH2:8][CH3:9])=[O:10])[O:11][CH2:12][CH3:13]. The product is CC1(C=2C=CC(=CC2C(=CC1)C1=CC=C(C=C1)C)C1=CC2=CC=C(C=C2C=C1)C(=O)O)C (5′,6′-Dihydro-5′,5′-dimethyl-8′-(4-methylphenyl)-[2,2′-binaphthalene]-6-carboxylic Acid). Solvent: CCO (EtOH). Reaction SMILES: C(C1C2C(=CC=CC=2)C=CC=1C1C=CC2C(C)(C)CC=C(C3C=CC(C)=CC=3)C=2C=1)C.[CH3:32][C:33]1([CH3:65])[CH2:42][CH:41]=[C:40]([C:43]2[CH:48]=[CH:47][C:46]([CH3:49])=[CH:45][CH:44]=2)[C:39]2[CH:38]=[C:37]([C:50]3[CH:59]=[CH:58][C:57]4[C:52](=[CH:53][CH:54]=[C:55]([C:60]([O:62]CC)=[O:61])[CH:56]=4)[CH:51]=3)[CH:36]=[CH:35][C:34]1=2.[OH-].[Na+].Cl>CCO>[CH3:32][C:33]1([CH3:65])[CH2:42][CH:41]=[C:40]([C:43]2[CH:44]=[CH:45][C:46]([CH3:49])=[CH:47][CH:48]=2)[C:39]2[CH:38]=[C:37]([C:50]3[CH:59]=[CH:58][C:57]4[C:52](=[CH:53][CH:54]=[C:55]([C:60]([OH:62])=[O:61])[CH:56]=4)[CH:51]=3)[CH:36]=[CH:35][C:34]1=2 |f:2.3|. Reactants: Cl (HCl), C(C)C1=C(C=CC2=CC=CC=C12)C1=CC=2C(=CCC(C2C=C1)(C)C)C1=CC=C(C=C1)C (ethyl 5′,6′-dihydro-5′,5′-dimethyl-8′-(4-methylphenyl)-2,2′-binaphthalene), carboxylate, CC1(C=2C=CC(=CC2C(=CC1)C1=CC=C(C=C1)C)C1=CC2=CC=C(C=C2C=C1)C(=O)OCC)C (Ethyl 5′,6′-dihydro-5′,5′-dimethyl-8′-(4-methylphenyl)-[2,2′-binaphthalene]-6-carboxylate), [OH-].[Na+] (NaOH). Conditions: temperature 0 celsius. Procedure: A solution of ethyl 5′,6′-dihydro-5′,5′-dimethyl-8′-(4-methylphenyl)-2,2′-binaphthalene]-6-carboxylate (Compound 64) 0.19 g, 0.43 mmol), EtOH (8 ml) and 1N aqueous NaOH (2 ml) was heated to 60° C. for 3 hours. The solution was cooled to 0° C. and acidified with 1N aqueous HCl. The product was extracted into ethyl acetate, and the organic layers combined, washed with water, brine, dried (MgSO4), filtered and the solvent removed in-vacuo. The residue was recrystalized from THF/ethyl acetate at 0° ... Starting materials: C(C(C)C)(=O)OCC (ethyl isobutyrate), C(C)(C)NC(C)C (diisopropylamine), [Li]CCCC (n-BuLi), resultant solution, IC=1C=C2C(=NC1N(S(=O)(=O)C)CCCC=O)OC(=C2C(=O)NC)C2=CC=C(C=C2)C (5-iodo-N-methyl-6-(N-(4-oxobutyl)methylsulfonamido)-2-p-tolylfuro[2,3-b]pyridine-3-carboxamide). The solvent is C1CCOC1 (THF), C1CCOC1 (THF), C1CCOC1 (THF). Reaction conditions: temperature -78 celsius, time 1 hour. Product: OC(C(C(=O)OCC)(C)C)CCCN(S(=O)(=O)C)C1=C(C=C2C(=N1)OC(=C2C(NC)=O)C2=CC=C(C=C2)C)I (Ethyl 3-hydroxy-6-(N-(5-iodo-3-(methylcarbamoyl)-2-p-tolylfuro[2,3-b]pyridin-6-yl)methylsulfonamido)-2,2-dimethylhexanoate). Reaction SMILES: C(NC(C)C)(C)C.[Li]CCCC.[C:13]([O:18][CH2:19][CH3:20])(=[O:17])[CH:14]([CH3:16])[CH3:15].[I:21][C:22]1[CH:23]=[C:24]2[C:40]([C:41]([NH:43][CH3:44])=[O:42])=[C:39]([C:45]3[CH:50]=[CH:49][C:48]([CH3:51])=[CH:47][CH:46]=3)[O:38][C:25]2=[N:26][C:27]=1[N:28]([CH2:33][CH2:34][CH2:35][CH:36]=[O:37])[S:29]([CH3:32])(=[O:31])=[O:30]>C1COCC1>[OH:37][CH:36]([CH2:35][CH2:34][CH2:33][N:28]([C:27]1[N:26]=[C:25]2[O:38][C:39]([C:45]3[CH:50]=[CH:49][C:48]([CH3:51])=[CH:47][CH:46]=3)=[C:40]([C:41](=[O:42])[NH:43][CH3:44])[C:24]2=[CH:23][C:22]=1[I:21])[S:29]([CH3:32])(=[O:31])=[O:30])[C:14]([CH3:16])([CH3:15])[C:13]([O:18][CH2:19][CH3:20])=[O:17]. Procedure: To a solution of diisopropylamine (1.4 eq., 18 μl) in THF (0.5 ml) cooled at 0° C. was added n-BuLi (1.6 M in hexane, 1.2 eq., 68 μl). The resultant solution was stirred at 0° C. for 10 min and cooled to −78° C., and then a solution of ethyl isobutyrate (1 eq., 10.5 mg) in THF (0.5 ml) was added. After the reaction mixture was stirred at −78° C. for 1 h, a solution of 5-iodo-N-methyl-6-(N-(4-oxobutyl)methylsulfonamido)-2-p-tolylfuro[2,3-b]pyridine-3-carboxamide (1 eq., 50.0 mg) in THF (1 ml) was... Starting materials: CN(C)C=O (DMF), ClC1=C(C(=O)NC2CC2)C=C(C=C1)C=CCOC (2-Chloro-N-cyclopropyl-5-(3-methoxy-propenyl)-benzamide), C1(=CC=CC=C1)S(=O)(=O)NN (Benzensulfonyl hydrazine). The yield is 78.5%. The solvent is C1(=CC=CC=C1)C (toluene). Procedure: 2-Chloro-N-cyclopropyl-5-(3-methoxy-propenyl)-benzamide (12.6 g, 47.6 mmol) was dissolved in dry toluene (650 mL). Dry DMF (70 mL) was added, and the mixture was heated to 110° C. Benzensulfonyl hydrazine (24.5 g, 143 mmol) was added in three portions over 3 h. The mixture was heated for a total time of 3 h, and allowed to cool to rt. The solvents were removed under reduced pressure, and the residue was diluted with Et2O. The mixture was washed with water, and the aq. phase was extracted back wi... Run at temperature 110 celsius. RXN SMILES: [Cl:1][C:2]1[CH:13]=[CH:12][C:11]([CH:14]=[CH:15][CH2:16][O:17][CH3:18])=[CH:10][C:3]=1[C:4]([NH:6][CH:7]1[CH2:9][CH2:8]1)=[O:5].CN(C=O)C.C1(S(NN)(=O)=O)C=CC=CC=1>C1(C)C=CC=CC=1>[Cl:1][C:2]1[CH:13]=[CH:12][C:11]([CH2:14][CH2:15][CH2:16][O:17][CH3:18])=[CH:10][C:3]=1[C:4]([NH:6][CH:7]1[CH2:8][CH2:9]1)=[O:5]. The product is ClC1=C(C(=O)NC2CC2)C=C(C=C1)CCCOC (2-Chloro-N-cyclopropyl-5-(3-methoxy-propyl)-benzamide). The reactants are Clc1cccc(Nc2ncnc3[nH]nc(NCc4ccccc4)c23)c1, c1ccccc1. Yields the product Nc1n[nH]c2ncnc(Nc3cccc(Cl)c3)c12. As a reaction SMILES: [CH2:1]([c:2]1[cH:3][cH:4][cH:5][cH:6][cH:7]1)[NH:8][c:9]1[n:10][nH:11][c:12]2[n:13][cH:14][n:15][c:16]([NH:18][c:19]3[cH:20][c:21]([Cl:25])[cH:22][cH:23][cH:24]3)[c:17]12.[cH:26]1[cH:27][cH:28][cH:29][cH:30][cH:31]1>>[NH2:8][c:9]1[n:10][nH:11][c:12]2[n:13][cH:14][n:15][c:16]([NH:18][c:19]3[cH:20][c:21]([Cl:25])[cH:22][cH:23][cH:24]3)[c:17]12. Reactants: C(=O)(C(F)(F)F)O (TFA), C(CCCCCCCCOC1CCN2[C@@H]1[C@@H](N(C1=C(C2=O)C=C(C=C1)OC)C(=O)OC(C)(C)C)OC1OCCCC1)OC1CCN2[C@@H]1[C@@H](N(C1=C(C2=O)C=C(C=C1)OC)C(=O)OC(C)(C)C)OC1OCCCC1 (1,1′-[(Nonane-1,9-diyl)dioxy]bis[(11S,11aS)-10-(tert-butyloxycarbonyl)-7-methoxy-11-(tetrahydro-pyran-2-yloxy)-1,2,3,10,11,11a-hexahydro-5H-pyrrolo[2,1-c][1,4]benzodiazepine-5-one]), C(=O)(O)[O-].[Na+] (NaHCO3). Solvent: CO.C(Cl)(Cl)Cl (methanol chloroform). Reaction conditions: time 1 hour. Product: C(CCCCCCCCOC1CCN2[C@H]1C=NC1=C(C2=O)C=C(C=C1)OC)OC1CCN2[C@H]1C=NC1=C(C2=O)C=C(C=C1)OC (1,1′-[(Nonane-1,9-diyl)dioxy]bis[(11aS)-7-methoxy-1,2,3,11a-tetrahydro-5H-pyrrolo[2,1-c][1,4]benzodiazepine-5-one]). The yield is 78.9%. As a reaction SMILES: C(O)(C(F)(F)F)=O.[CH2:8]([O:49][CH:50]1[C@H:54]2[C@H:55](OC3CCCCO3)[N:56](C(OC(C)(C)C)=O)[C:57]3[CH:64]=[CH:63][C:62]([O:65][CH3:66])=[CH:61][C:58]=3[C:59](=[O:60])[N:53]2[CH2:52][CH2:51]1)[CH2:9][CH2:10][CH2:11][CH2:12][CH2:13][CH2:14][CH2:15][CH2:16][O:17][CH:18]1[C@H:22]2[C@H:23](OC3CCCCO3)[N:24](C(OC(C)(C)C)=O)[C:25]3[CH:32]=[CH:31][C:30]([O:33][CH3:34])=[CH:29][C:26]=3[C:27](=[O:28])[N:21]2[CH2:20][CH2:19]1.C([O-])(O)=O.[Na+]>CO.C(Cl)(Cl)Cl>[CH2:16]([O:17][CH:18]1[C@@H:22]2[CH:23]=[N:24][C:25]3[CH:32]=[CH:31][C:30]([O:33][CH3:34])=[CH:29][C:26]=3[C:27](=[O:28])[N:21]2[CH2:20][CH2:19]1)[CH2:15][CH2:14][CH2:13][CH2:12][CH2:11][CH2:10][CH2:9][CH2:8][O:49][CH:50]1[C@@H:54]2[CH:55]=[N:56][C:57]3[CH:64]=[CH:63][C:62]([O:65][CH3:66])=[CH:61][C:58]=3[C:59](=[O:60])[N:53]2[CH2:52][CH2:51]1 |f:2.3,4.5|. Reported procedure: 95% TFA (3 mL) was added drop-wise to dimer compound 15g (200 mg, 0.19 mmol) at 0° C. This was then stirred for 1 hr and the mixture was poured into saturated NaHCO3 (30 mL) solution to naturalize the reaction mixture. The mixture was extracted with chloroform (3×20 mL). The organic layer was then washed water (20 mL), brine (20 mL) then dried (MgSO4) and filtrated. The excess solvent was removed under reduced pressure to give the crude product, which was subjected to flash column chromatography... Starting materials: C1(=CC=CC=C1)P(=O)(C1=CC=CC=C1)N=[N+]=[N-] (diphenyl phosphoryl azide), C(#N)C=1C=CC2=C(N(C(CO2)=O)CC[C@@H]2N(C[C@@H](CC2)O)C(=O)OC(C)(C)C)C1 (tert-butyl (2R,5R)-2-[2-(6-cyano-3-oxo-2,3-dihydro-4H-1,4-benzoxazin-4-yl)ethyl]-5-hydroxypiperidine-1-carboxylate), CC(C)OC(=O)/N=N/C(=O)OC(C)C (diisopropylazodicarboxylate), C(#N)C=1C=CC2=C(N(C(CO2)=O)CC[C@@H]2N(C[C@@H](CC2)O)C(=O)OC(C)(C)C)C1 (tert-butyl (2R,5R)-2-[2-(6-cyano-3-oxo-2,3-dihydro-4H-1,4-benzoxazin-4-yl)ethyl]-5-hydroxypiperidine-1-carboxylate), C1(=CC=CC=C1)P(C1=CC=CC=C1)C1=CC=CC=C1 (triphenylphosphine). Solvent: C(C)(=O)OCC (ethyl acetate), C1CCOC1 (THF). Reaction conditions: time 4 hour. Product: N(=[N+]=[N-])[C@H]1CC[C@@H](N(C1)C(=O)OC(C)(C)C)CCN1C(COC2=C1C=C(C=C2)C#N)=O (tert-Butyl (2R,5S)-5-azido-2-[2-(6-cyano-3-oxo-2,3-dihydro-4H-1,4-benzoxazin-4-yl)ethyl]piperidine-1-carboxylate). The yield is 36.5%. Reaction SMILES: [C:1]([C:3]1[CH:4]=[CH:5][C:6]2[O:11][CH2:10][C:9](=[O:12])[N:8]([CH2:13][CH2:14][C@H:15]3[CH2:20][CH2:19][C@@H:18](O)[CH2:17][N:16]3[C:22]([O:24][C:25]([CH3:28])([CH3:27])[CH3:26])=[O:23])[C:7]=2[CH:29]=1)#[N:2].C1(P(C2C=CC=CC=2)C2C=CC=CC=2)C=CC=CC=1.CC(OC(/N=N/C(OC(C)C)=O)=O)C.C1(P([N:77]=[N+:78]=[N-:79])(C2C=CC=CC=2)=O)C=CC=CC=1>C1COCC1.C(OCC)(=O)C>[N:77]([C@@H:18]1[CH2:17][N:16]([C:22]([O:24][C:25]([CH3:27])([CH3:26])[CH3:28])=[O:23])[C@@H:15]([CH2:14][CH2:13][N:8]2[C:7]3[CH:29]=[C:3]([C:1]#[N:2])[CH:4]=[CH:5][C:6]=3[O:11][CH2:10][C:9]2=[O:12])[CH2:20][CH2:19]1)=[N+:78]=[N-:79]. Procedure details: To a solution of tert-butyl (2R,5R)-2-[2-(6-cyano-3-oxo-2,3-dihydro-4H-1,4-benzoxazin-4-yl)ethyl]-5-hydroxypiperidine-1-carboxylate (Intermediate 185, crude, 0.8 g) in THF (20 mL) were successively added triphenylphosphine (1.30 g), diisopropylazodicarboxylate (1 mL) and diphenyl phosphoryl azide (0.90 g). After 4 hours, the reaction was diluted with ethyl acetate, washed with saturated solution of sodium hydrogen carbonate (NaHCO3) and brine, dried over sodium sulfate and concentrated. Chromato... The reactants are BrC1=C2CCCOC2=C(C=C1S(=O)(=O)CC)C(=O)O (5-bromo-6-ethylsulphonylchroman-8-carboxylic acid), cuprous chloride, N (ammonia). The reagents and catalysts are [Cu] (copper). Product: NC1=C2CCCOC2=C(C=C1S(=O)(=O)CC)C(=O)O (5-Amino-6-ethylsulphonylchroman-8-carboxylic acid). As a reaction SMILES: Br[C:2]1[C:11]([S:12]([CH2:15][CH3:16])(=[O:14])=[O:13])=[CH:10][C:9]([C:17]([OH:19])=[O:18])=[C:8]2[C:3]=1[CH2:4][CH2:5][CH2:6][O:7]2.[NH3:20]>[Cu]>[NH2:20][C:2]1[C:11]([S:12]([CH2:15][CH3:16])(=[O:14])=[O:13])=[CH:10][C:9]([C:17]([OH:19])=[O:18])=[C:8]2[C:3]=1[CH2:4][CH2:5][CH2:6][O:7]2. Procedure: 118 g of 5-bromo-6-ethylsulphonylchroman-8-carboxylic acid, 460 ml of 34% ammonia, 5 g of powdered copper and 4 g of cuprous chloride were introduced into a 1-liter autoclave and the contents were then heated between 115° and 120° C., for 10 to 12 hours, with stirring. Reactants: C=CCBr, CN(C)C=O, [H-], Nc1cc2c(cc1F)OCC(=O)N2, [Na+], O. The product is C=CCN1C(=O)COc2cc(F)c(N)cc21. As a reaction SMILES: [CH2:16]([CH:17]=[CH2:18])[Br:19].[CH3:21][N:22]([CH3:23])[CH:24]=[O:25].[H-:1].[NH2:3][c:4]1[c:5]([F:15])[cH:6][c:7]2[c:8]([cH:14]1)[NH:9][C:10](=[O:13])[CH2:11][O:12]2.[Na+:2].[OH2:20]>>[NH2:3][c:4]1[c:5]([F:15])[cH:6][c:7]2[c:8]([cH:14]1)[N:9]([CH2:18][CH:17]=[CH2:16])[C:10](=[O:13])[CH2:11][O:12]2. Run in C(C)O (ethanol), C(C)O (ethanol). Starting materials: CC(=CC(=O)OCC)C (ethyl 3,3-dimethylacrylate), CN (methylamine), solution. Reported procedure: A mixture containing ethyl 3,3-dimethylacrylate (100 g) and methylamine (140 ml of a 33% solution in ethanol) in ethanol (400 ml) was allowed to stand at room temperature for 2 weeks. The mixture was concentrated in vacuo to give an oil which was fractionally distilled in vacuo to give the title compound as a colourless, mobile oil, yield, 95.0 g, b.p. 68°-75°/20 mm.Hg. The product is CC(CC(=O)OCC)(C)NC (ethyl 3-methyl-3-methylaminobutanoate). RXN SMILES: [CH3:1][C:2]([CH3:9])=[CH:3][C:4]([O:6][CH2:7][CH3:8])=[O:5].[CH3:10][NH2:11]>C(O)C>[CH3:1][C:2]([NH:11][CH3:10])([CH3:9])[CH2:3][C:4]([O:6][CH2:7][CH3:8])=[O:5].